The task is: describe an organic reaction: reactants, conditions, products, and yield. This data is from the Open Reaction Database (ORD), a public repository of structured organic reaction records. Reactants: C(C)#N (acetonitrile), O=S1(N(CCC1)C1CCNCC1)=O (4-(1,1-dioxo-1λ6-isothiazolidin-2-yl)piperidine), COC1=CC=C(C=C1)S(=O)(=O)N1C(=NC2=C1C=CC(=C2)C2=CC=CC=C2)Cl (1-(4-methoxyphenylsulfonyl)-2-chloro-5-phenylbenzimidazole), C(C)(C)N(CC)C(C)C (diisopropylethylamine). Run in C(C)(=O)OCC (ethyl acetate), O (water). Reaction conditions: time 16 hour. Product: O=S1(N(CCC1)C1CCN(CC1)C1=NC2=C(N1S(=O)(=O)C1=CC=C(C=C1)OC)C=CC(=C2)C2=CC=CC=C2)=O (2-{4-(1,1-dioxo-1λ6-isothiazolidin-2-yl)piperidin-1-yl}-5-phenyl-1-(4-methoxyphenylsulfonyl)benzimidazole). Yield: 41.6%. Reaction SMILES: C(#N)C.[O:4]=[S:5]1(=[O:16])[CH2:9][CH2:8][CH2:7][N:6]1[CH:10]1[CH2:15][CH2:14][NH:13][CH2:12][CH2:11]1.[CH3:17][O:18][C:19]1[CH:24]=[CH:23][C:22]([S:25]([N:28]2[C:32]3[CH:33]=[CH:34][C:35]([C:37]4[CH:42]=[CH:41][CH:40]=[CH:39][CH:38]=4)=[CH:36][C:31]=3[N:30]=[C:29]2Cl)(=[O:27])=[O:26])=[CH:21][CH:20]=1.C(N(C(C)C)CC)(C)C>C(OCC)(=O)C.O>[O:16]=[S:5]1(=[O:4])[CH2:9][CH2:8][CH2:7][N:6]1[CH:10]1[CH2:15][CH2:14][N:13]([C:29]2[N:28]([S:25]([C:22]3[CH:21]=[CH:20][C:19]([O:18][CH3:17])=[CH:24][CH:23]=3)(=[O:27])=[O:26])[C:32]3[CH:33]=[CH:34][C:35]([C:37]4[CH:38]=[CH:39][CH:40]=[CH:41][CH:42]=4)=[CH:36][C:31]=3[N:30]=2)[CH2:12][CH2:11]1. Reported procedure: To the acetonitrile solution (3 mL) containing 4-(1,1-dioxo-1λ6-isothiazolidin-2-yl)piperidine (136 mg) were added 1-(4-methoxyphenylsulfonyl)-2-chloro-5-phenylbenzimidazole (340 mg) and diisopropylethylamine (0.41 mL), followed by stirring at room temperature for 16 hrs. The reaction mixture was diluted with ethyl acetate and water, and the organic layer was washed with an aqueous saturated sodium chloride solution, dried over anhydrous sodium sulfate and concentrated under reduced pressure. Th... Reactants: CC(CN1C=NC=2C(=NC=3C=CC=CC3C21)N)(CC2(OCCO2)C)C (1-[2,2-dimethyl-3-(2-methyl-[1,3]dioxolan-2-yl)propyl]-1H-imidazo[4,5-c]quinolin-4-amine), Cl (hydrochloric acid). Product: NC1=NC=2C=CC=CC2C2=C1N=CN2CC(CC(C)=O)(C)C (5-(4-amino-1H-imidazo[4,5-c]quinolin-1-yl)-4,4-dimethylpentan-2-one). As a reaction SMILES: [CH3:1][C:2]([CH3:25])([CH2:18][C:19]1([CH3:24])OCC[O:20]1)[CH2:3][N:4]1[C:16]2[C:15]3[CH:14]=[CH:13][CH:12]=[CH:11][C:10]=3[N:9]=[C:8]([NH2:17])[C:7]=2[N:6]=[CH:5]1.Cl>>[NH2:17][C:8]1[C:7]2[N:6]=[CH:5][N:4]([CH2:3][C:2]([CH3:25])([CH3:1])[CH2:18][C:19](=[O:20])[CH3:24])[C:16]=2[C:15]2[CH:14]=[CH:13][CH:12]=[CH:11][C:10]=2[N:9]=1. Procedure: By the general method of Example 11, 1-[2,2-dimethyl-3-(2-methyl-[1,3]dioxolan-2-yl)propyl]-1H-imidazo[4,5-c]quinolin-4-amine was hydrolyzed with aqueous hydrochloric acid to provide 5-(4-amino-1H-imidazo[4,5-c]quinolin-1-yl)-4,4-dimethylpentan-2-one as a light yellow solid after recrystallization from aqueous methanol, mp 214-216° C.